This data is from the Open Reaction Database (ORD), a public repository of structured organic reaction records. The task is: describe an organic reaction: reactants, conditions, products, and yield Starting materials: COC1=CC=C(CN(S(=O)(=O)C=2C=C3C(NN=C(C3=CC2)C2=C(C=CC=C2)OC)=O)C2=NC=NS2)C=C1 (N-(4-methoxybenzyl)-1-(2-methoxyphenyl)-4-oxo-N-(1,2,4-thiadiazol-5-yl)-3,4-dihydrophthalazine-6-sulfonamide), C(=O)(C(F)(F)F)O (TFA). Solvent: C(Cl)Cl (DCM). Reaction conditions: time 1 day. The product is COC1=C(C=CC=C1)C1=NNC(C2=CC(=CC=C12)S(=O)(=O)NC1=NC=NS1)=O (1-(2-methoxyphenyl)-4-oxo-N-(1,2,4-thiadiazol-5-yl)-3,4-dihydrophthalazine-6-sulfonamide). The yield is 21.9%. Reaction SMILES: COC1C=CC(C[N:8]([C:31]2[S:35][N:34]=[CH:33][N:32]=2)[S:9]([C:12]2[CH:13]=[C:14]3[C:19](=[CH:20][CH:21]=2)[C:18]([C:22]2[CH:27]=[CH:26][CH:25]=[CH:24][C:23]=2[O:28][CH3:29])=[N:17][NH:16][C:15]3=[O:30])(=[O:11])=[O:10])=CC=1.C(O)(C(F)(F)F)=O>C(Cl)Cl>[CH3:29][O:28][C:23]1[CH:24]=[CH:25][CH:26]=[CH:27][C:22]=1[C:18]1[C:19]2[C:14](=[CH:13][C:12]([S:9]([NH:8][C:31]3[S:35][N:34]=[CH:33][N:32]=3)(=[O:10])=[O:11])=[CH:21][CH:20]=2)[C:15](=[O:30])[NH:16][N:17]=1. Reported procedure: N-(4-methoxybenzyl)-1-(2-methoxyphenyl)-4-oxo-N-(1,2,4-thiadiazol-5-yl)-3,4-dihydrophthalazine-6-sulfonamide (65.0 mg, 0.121 mmol) was dissolved in DCM (1.21 mL) and then TFA (46.7 μl, 0.607 mmol) was added. After 1 d at rt, LCMS showed mainly product. The reaction was quenched with 1 mL of saturated aqueous NaHCO3 and was concentrated. Chromatography was performed using reverse phase Isolera through a pre-packed C18 column (12 g), eluting with a gradient of 0% to 60% MeCN with 1% TFA in water w... Reactants: ClC1=NC2=CC=CC=C2C(=N1)Cl (2,4-dichloroquinazoline), NC=1C=CC=C2C=CC=NC12 (8-aminoquinoline), CC1=NNC(=C1)C (3,5-dimethylpyrazole). Yields the product CC1=NN(C(=C1)C)C1=NC2=CC=CC=C2C(=N1)NC=1C=CC=C2C=CC=NC12 ([2-(3,5-Dimethyl-pyrazol-1-yl)-quinazolin-4-yl]-quinolin-8-yl-amine). RXN SMILES: Cl[C:2]1[N:11]=[C:10](Cl)[C:9]2[C:4](=[CH:5][CH:6]=[CH:7][CH:8]=2)[N:3]=1.[NH2:13][C:14]1[CH:15]=[CH:16][CH:17]=[C:18]2[C:23]=1[N:22]=[CH:21][CH:20]=[CH:19]2.[CH3:24][C:25]1[CH:29]=[C:28]([CH3:30])[NH:27][N:26]=1>>[CH3:24][C:25]1[CH:29]=[C:28]([CH3:30])[N:27]([C:2]2[N:11]=[C:10]([NH:13][C:14]3[CH:15]=[CH:16][CH:17]=[C:18]4[C:23]=3[N:22]=[CH:21][CH:20]=[CH:19]4)[C:9]3[C:4](=[CH:5][CH:6]=[CH:7][CH:8]=3)[N:3]=2)[N:26]=1. Reported procedure: Was prepared according to Method B from 2,4-dichloroquinazoline, 8-aminoquinoline and 3,5-dimethylpyrazole. Mp. 183.5-184.8° C. The reactants are CC(C)=O, COc1ccc(CNC(=O)CCl)c(OC)c1, [I-], [Na+]. Yields the product COc1ccc(CNC(=O)CI)c(OC)c1. As a reaction SMILES: [CH3:19][C:20](=[O:21])[CH3:22].[CH3:1][O:2][c:3]1[c:4]([CH2:5][NH:6][C:7]([CH2:8][Cl:9])=[O:10])[cH:11][cH:12][c:13]([O:15][CH3:16])[cH:14]1.[I-:18].[Na+:17]>>[CH3:1][O:2][c:3]1[c:4]([CH2:5][NH:6][C:7]([CH2:8][I:18])=[O:10])[cH:11][cH:12][c:13]([O:15][CH3:16])[cH:14]1. The reactants are ClC1=CC=C(CNC(C(=CNCCN2CCOCC2)C(=O)C2=C(SC(=C2)CN2CCOCC2)Cl)=O)C=C1 (N-(4-chlorobenzyl)-2-((2-chloro-5-(morpholin-4-ylmethyl)thien-3-yl)carbonyl)-3-((2-morpholin-4-ylethyl)amino)acrylamide), C(=O)([O-])[O-].[K+].[K+] (K2CO3). Solvent: CN(C)C=O (DMF). Reaction conditions: temperature 100 celsius, time 5 hour. The product is ClC1=CC=C(CNC(=O)C=2C(C3=C(N(C2)CCC2COCCN2)SC(=C3)CN3CCOCC3)=O)C=C1 (N-(4-Chlorobenzyl)-7-(2-morpholin-5-ylethyl)-2-(morpholin-4-ylmethyl)-4-oxo-4,7-dihydrothieno[2,3-b]pyridine-5-carboxamide). Yield: 69.6%. RXN SMILES: [Cl:1][C:2]1[CH:37]=[CH:36][C:5]([CH2:6][NH:7][C:8](=[O:35])[C:9]([C:20]([C:22]2[CH:26]=[C:25]([CH2:27][N:28]3[CH2:33][CH2:32][O:31][CH2:30][CH2:29]3)[S:24][C:23]=2Cl)=[O:21])=[CH:10][NH:11][CH2:12][CH2:13]N2CCOCC2)=[CH:4][CH:3]=1.[C:38]([O-:41])([O-])=O.[K+].[K+]>CN(C=O)C>[Cl:1][C:2]1[CH:37]=[CH:36][C:5]([CH2:6][NH:7][C:8]([C:9]2[C:20](=[O:21])[C:22]3[CH:26]=[C:25]([CH2:27][N:28]4[CH2:33][CH2:32][O:31][CH2:30][CH2:29]4)[S:24][C:23]=3[N:11]([CH2:12][CH2:13][CH:6]3[NH:7][CH2:8][CH2:38][O:41][CH2:5]3)[CH:10]=2)=[O:35])=[CH:4][CH:3]=1 |f:1.2.3|. Procedure details: A mixture of N-(4-chlorobenzyl)-2-((2-chloro-5-(morpholin-4-ylmethyl)thien-3-yl)carbonyl)-3-((2-morpholin-4-ylethyl)amino)acrylamide (Preparation 6, 4.3 g) and K2CO3 (1.6 g) in DMF (75 mL) is stirred at 100° C. for 5 h. The mixture is allowed to cool to room temperature and is concentrated in vacuo. The crude product is triturated with EtOAc and filtered to afford 1.4 g of the title compound as a yellow solid Physical characteristics. 1H NMR (300 MHz, DMSO-d6) δ 10.57, 8.71, 7.42-7.32, 4.55, 4.3... The reactants are CC(=O)O, CCOC(=O)C=C1CN(C(C(=O)C2CC2)c2ccccc2F)CCC1O, Cl. Product: O=C(O)C=C1CN(C(C(=O)C2CC2)c2ccccc2F)CCC1O. Reaction SMILES: [CH3:28][C:29](=[O:30])[OH:31].[CH:1]1([C:4](=[O:5])[CH:6]([c:7]2[c:8]([F:13])[cH:9][cH:10][cH:11][cH:12]2)[N:14]2[CH2:15][C:16](=[CH:21][C:22](=[O:23])[O:24][CH2:25][CH3:26])[CH:17]([OH:20])[CH2:18][CH2:19]2)[CH2:2][CH2:3]1.[ClH:27]>>[CH:1]1([C:4](=[O:5])[CH:6]([c:7]2[c:8]([F:13])[cH:9][cH:10][cH:11][cH:12]2)[N:14]2[CH2:15][C:16](=[CH:21][C:22](=[O:23])[OH:24])[CH:17]([OH:20])[CH2:18][CH2:19]2)[CH2:2][CH2:3]1. The reactants are C(=O)(OC(C)(C)C)N[C@@H](CC1=CC2=CC=CC=C2C=C1)C(=O)O (Boc-β-(2-naphthyl)alanine), OC1=CC=C(C=C1)CCNC([C@@H](NC)CCCNC(=O)OC(C)(C)C)=O (Nδ-Boc-Nα-methylornithine 2-(4-hydroxyphenyl)ethylamide). The solvent is CO.C(Cl)Cl (MeOH CH2Cl2). The product is OC1=CC=C(C=C1)CCNC([C@@H](N(C)C([C@@H](NC(=O)OC(C)(C)C)CC1=CC2=CC=CC=C2C=C1)=O)CCCNC(=O)OC(C)(C)C)=O (Boc-β-(2-Naphthyl)alanyl-Nδ-Boc-Nα-Methylornithine 2-(4-Hydroxyphenyl)ethylamide). As a reaction SMILES: [C:1]([NH:8][C@H:9]([C:21](O)=[O:22])[CH2:10][C:11]1[CH:20]=[CH:19][C:18]2[C:13](=[CH:14][CH:15]=[CH:16][CH:17]=2)[CH:12]=1)([O:3][C:4]([CH3:7])([CH3:6])[CH3:5])=[O:2].[OH:24][C:25]1[CH:30]=[CH:29][C:28]([CH2:31][CH2:32][NH:33][C:34](=[O:49])[C@H:35]([CH2:38][CH2:39][CH2:40][NH:41][C:42]([O:44][C:45]([CH3:48])([CH3:47])[CH3:46])=[O:43])[NH:36][CH3:37])=[CH:27][CH:26]=1>CO.C(Cl)Cl>[OH:24][C:25]1[CH:30]=[CH:29][C:28]([CH2:31][CH2:32][NH:33][C:34](=[O:49])[C@H:35]([CH2:38][CH2:39][CH2:40][NH:41][C:42]([O:44][C:45]([CH3:46])([CH3:48])[CH3:47])=[O:43])[N:36]([C:21](=[O:22])[C@H:9]([CH2:10][C:11]2[CH:20]=[CH:19][C:18]3[C:13](=[CH:14][CH:15]=[CH:16][CH:17]=3)[CH:12]=2)[NH:8][C:1]([O:3][C:4]([CH3:7])([CH3:5])[CH3:6])=[O:2])[CH3:37])=[CH:27][CH:26]=1 |f:2.3|. Procedure: Using Procedure B, coupling of Boc-β-(2-naphthyl)alanine and Nδ-Boc-Nα-methylornithine 2-(4-hydroxyphenyl)ethylamide, followed by silica gel chromatography (2.5% MeOH/CH2Cl2): 1H NMR (400 MHz, CDCl3) 6 1.41 (m, 21H), 1.85 (m, 1H), 2.20 (m, 2H), 2.45 (m, 1H), 2.67 (m, 4H), 3.03 (m, 4H), 4.91 (m, 2H), 6.77 (m, 2H), 6.87 (d, J=8.7 Hz, 1H), 6.98 (d, J=10.0 Hz, 1H), 7.34 (m, 1H), 7.46 (m, 2H), 7.66 (m, 1H), and 7.78 (m, 3H); mass spectrum (ES+) m/e 663 (M+1). Starting materials: [Br-], Cc1c(OCC(F)(F)F)ccnc1CSc1nc2cc(-n3ccnc3)c(F)cc2[nH]1, O=C(OO)c1cccc(Cl)c1, ClCCl, [K+]. The product is Cc1c(OCC(F)(F)F)ccnc1CS(=O)c1nc2cc(-n3ccnc3)c(F)cc2[nH]1. As a reaction SMILES: [Br-:42].[CH3:1][c:2]1[c:3]([CH2:14][S:15][c:16]2[n:17][c:18]3[c:19]([nH:20]2)[cH:21][c:22]([F:30])[c:23](-[n:25]2[cH:26][n:27][cH:28][cH:29]2)[cH:24]3)[n:4][cH:5][cH:6][c:7]1[O:8][CH2:9][C:10]([F:11])([F:12])[F:13].[Cl:31][c:32]1[cH:33][cH:34][cH:35][c:36]([C:37]([O:38][OH:40])=[O:39])[cH:41]1.[Cl:44][CH2:45][Cl:46].[K+:43]>>[CH3:1][c:2]1[c:3]([CH2:14][S:15]([c:16]2[n:17][c:18]3[c:19]([nH:20]2)[cH:21][c:22]([F:30])[c:23](-[n:25]2[cH:26][n:27][cH:28][cH:29]2)[cH:24]3)=[O:39])[n:4][cH:5][cH:6][c:7]1[O:8][CH2:9][C:10]([F:11])([F:12])[F:13]. Reaction SMILES: [CH3:1][N:2]([C:7]12[CH2:16][CH:12]([CH2:13][CH2:14][CH2:15]1)[CH:11]1[CH2:17][CH:8]2[CH2:9][CH2:10]1)[C:3](=[O:6])[CH2:4]Cl.[C:18]1(=[O:28])[NH:22][C:21](=[O:23])[C:20]2=[CH:24][CH:25]=[CH:26][CH:27]=[C:19]12.[K]>>[CH3:1][N:2]([C:7]12[CH2:16][CH:12]([CH2:13][CH2:14][CH2:15]1)[CH:11]1[CH2:17][CH:8]2[CH2:9][CH2:10]1)[C:3](=[O:6])[CH2:4][N:22]1[C:21](=[O:23])[C:20]2=[CH:24][CH:25]=[CH:26][CH:27]=[C:19]2[C:18]1=[O:28] |f:1.2,^1:28|. Yields the product CN(C(CN1C(C=2C(C1=O)=CC=CC2)=O)=O)C21C3CCC(C(CCC2)C1)C3 (N-methyl-N-(1-tricyclo[4.3.1.12,5 ]undecyl)-2-phthalimidoacetamide). Yield: 83.0%. Procedure: Under the same reaction conditions as described in section (A) of Example 7, N-methyl-N-(1-tricyclo[4.3.1.12,5 ]undecyl)-2-chloroacetamide was reacted with potassium phthalimide to obtain N-methyl-N-(1-tricyclo[4.3.1.12,5 ]undecyl)-2-phthalimidoacetamide in a yield of 83%. Reactants: ( A ), CN(C(CCl)=O)C12C3CCC(C(CCC1)C2)C3 (N-methyl-N-(1-tricyclo[4.3.1.12,5 ]undecyl)-2-chloroacetamide), C1(C=2C(C(N1)=O)=CC=CC2)=O.[K] (potassium phthalimide).